From a dataset of the Open Reaction Database (ORD), a public repository of structured organic reaction records. describe an organic reaction: reactants, conditions, products, and yield Starting materials: [OH-].[Na+] (sodium hydroxide), C(C)(C)(C)OC(NC=1C=NN(C1)C1=NC=CC=C1)=O ((1-pyridin-2-yl-1H-pyrazol-4-yl)-carbamic acid tert-butyl ester), Cl (HCl). Solvent: O1CCOCC1 (dioxane), O1CCOCC1 (dioxane). Conditions: time 2 hour. Product: N1=C(C=CC=C1)N1N=CC(=C1)N (1-Pyridin-2-yl-1H-pyrazol-4-ylamine). Isolated yield 95.4%. As a reaction SMILES: C(OC(=O)[NH:7][C:8]1[CH:9]=[N:10][N:11]([C:13]2[CH:18]=[CH:17][CH:16]=[CH:15][N:14]=2)[CH:12]=1)(C)(C)C.Cl.[OH-].[Na+]>O1CCOCC1>[N:14]1[CH:15]=[CH:16][CH:17]=[CH:18][C:13]=1[N:11]1[CH:12]=[C:8]([NH2:7])[CH:9]=[N:10]1 |f:2.3|. Procedure details: A solution of (1-pyridin-2-yl-1H-pyrazol-4-yl)-carbamic acid tert-butyl ester (185 mg, 0.72 mmol) in dioxane (1.85 ml) was treated with 4M HCl in dioxane (1.85 ml) and the resulting suspension was stirred at ambient temperature for 2 hours. The reaction mixture was adjusted to basic pH with sodium hydroxide (20 ml, 0.5M aqueous solution) and extracted with dichloromethane. The combined organic phases were dried and the solvent was evaporated to yield the product as light brown solid (110 mg, 96%... The reactants are C(C1=CC=CC=C1)N(C)C1=NC=NC2=C1N=C(N=C2N2CCOCC2)N2CCC1(C(NCN1C1=CC=CC=C1)=O)CC2 (8-(N-benzyl-N-methyl-amino)-4-morpholino-2-(1-phenyl-1,3,8-triazaspiro [4,5]decan-4-on-8-yl)-pyrimido[5,4-d]pyrimidine), ClC=1N=C(C2=C(N1)C(=NC=N2)N(C)CC2=CC=CC=C2)N2CCOCC2 (2-chloro-8-(N-benzyl-N-methyl-amino)-4-morpholino-pyrimido[5,4-d]pyrimidine). Product: C1(=CC=CC=C1)N1CNC(C12CCNCC2)=O (1-phenyl-1,3,8-triazaspiro[4,5]decan-4-one). Yield: 47.0%. As a reaction SMILES: C(N(C1C2N=C([N:26]3[CH2:42][CH2:41][C:29]4([N:33]([C:34]5[CH:39]=[CH:38][CH:37]=[CH:36][CH:35]=5)[CH2:32][NH:31][C:30]4=[O:40])[CH2:28][CH2:27]3)N=C(N3CCOCC3)C=2N=CN=1)C)C1C=CC=CC=1.ClC1N=C(N2CCOCC2)C2N=CN=C(N(CC3C=CC=CC=3)C)C=2N=1>>[C:34]1([N:33]2[C:29]3([CH2:28][CH2:27][NH:26][CH2:42][CH2:41]3)[C:30](=[O:40])[NH:31][CH2:32]2)[CH:35]=[CH:36][CH:37]=[CH:38][CH:39]=1. Procedure details: 8-(N-benzyl-N-methyl-amino)-4-morpholino-2-(1-phenyl-1,3,8-triazaspiro [4,5]decan-4-on-8-yl)-pyrimido[5,4-d]pyrimidine From 2-chloro-8-(N-benzyl-N-methyl-amino)-4-morpholino-pyrimido[5,4-d]pyrimidine and 1-phenyl-1,3,8-triazaspiro[4,5]decan-4-one Yield: 47% of theory, Melting point: 203°-205° C. C31H35N9O2 (565.68) Starting materials: [N+](=O)([O-])C=1C(=C2C(=NC1)C=CS2)N[C@@H]2CC[C@H](CC2)O (trans-4-[(6-nitrothieno[3,2-b]pyridin-7-yl)amino]cyclohexanol). Reagents/catalysts: [Pd] (palladium on carbon). Run in CO (methanol). Conditions: time 2 hour. Yields the product NC=1C(=C2C(=NC1)C=CS2)N[C@@H]2CC[C@H](CC2)O (trans-4-[(6-Aminothieno[3,2-b]pyridin-7-yl)amino]cyclohexanol). As a reaction SMILES: [N+:1]([C:4]1[C:5]([NH:13][C@H:14]2[CH2:19][CH2:18][C@H:17]([OH:20])[CH2:16][CH2:15]2)=[C:6]2[S:12][CH:11]=[CH:10][C:7]2=[N:8][CH:9]=1)([O-])=O>[Pd].CO>[NH2:1][C:4]1[C:5]([NH:13][C@H:14]2[CH2:19][CH2:18][C@H:17]([OH:20])[CH2:16][CH2:15]2)=[C:6]2[S:12][CH:11]=[CH:10][C:7]2=[N:8][CH:9]=1. Procedure: A mixture of trans-4-[(6-nitrothieno[3,2-b]pyridin-7-yl)amino]cyclohexanol (50 mg, 0.2 mmol) and 10% palladium on carbon (7 mg) in methanol (2 mL) was hydrogenated under balloon pressure of H2 at room temperature for 2 h. The reaction mixture was filtered. The filtrate was concentrated to give the desired product, which was used directly in the next step. LCMS calculated for C13H18N3OS (M+H)+: m/z=264.1. Found: 264.1. Starting materials: C(C)C(CC)N1CCC=2C(=NC=3C(=CC=CC3C21)I)C (1-(1-Ethylpropyl)-6-iodo-4-methyl-2,3-dihydro-1H-pyrrolo[3,2-c]quinoline). The reagents and catalysts are [O-2].[O-2].[Mn+4] (manganese dioxide). The solvent is C1(=CC=CC=C1)C (toluene). Conditions: temperature 40 celsius. The product is C(C)C(CC)N1C=CC=2C(=NC=3C(=CC=CC3C21)I)C (1-(1-Ethylpropyl)-6-iodo-4-methyl-1H-pyrrolo[3,2-c]quinoline). The yield is 74.9%. As a reaction SMILES: [CH2:1]([CH:3]([N:6]1[C:18]2[C:17]3[CH:16]=[CH:15][CH:14]=[C:13]([I:19])[C:12]=3[N:11]=[C:10]([CH3:20])[C:9]=2[CH2:8][CH2:7]1)[CH2:4][CH3:5])[CH3:2]>C1(C)C=CC=CC=1.[O-2].[O-2].[Mn+4]>[CH2:1]([CH:3]([N:6]1[C:18]2[C:17]3[CH:16]=[CH:15][CH:14]=[C:13]([I:19])[C:12]=3[N:11]=[C:10]([CH3:20])[C:9]=2[CH:8]=[CH:7]1)[CH2:4][CH3:5])[CH3:2] |f:2.3.4|. Reported procedure: 1-(1-Ethylpropyl)-6-iodo-4-methyl-2,3-dihydro-1H-pyrrolo[3,2-c]quinoline (450 mg, 1.18 mmol) was dissolved in toluene (10 mL). To the mixture was added activated manganese dioxide (4.95 g), followed by heating at 40° C. overnight. The reaction mixture was filtered through Celite and washed with ethyl acetate. The filtrate was evaporated, and the residue was purified by silica gel column chromatogrpahy (5% ethyl acetate/hexane), to give the title compound (334 mg, 0.884 mmol) as a white oil. The reactants are S1C(=CC=C1)C(=O)Cl (Thiophenecarbonylchloride), BrC=1C=C(C=CC1)C1=C2C(=NO1)C=CC(=C2)C2=NC(=NC=C2)N (4-[3-(3-bromophenyl)-benzo[c]isoxazol-5-yl]-pyrimidin-2-ylamine), [H-].[Na+] (Sodium hydride). The solvent is CN(C)C=O (DMF), mixture, CN(C)C=O.C1CCOC1 (DMF THF). Yields the product BrC=1C=C(C=CC1)C1=C2C(=NO1)C=CC(=C2)C2=NC(=NC=C2)NC(=O)C=2SC=CC2 (Thiophene-2-carboxylic acid {4-[3-(3-bromo-phenyl)-benzo[c]isoxazol-5-yl]-pyrimidin-2-yl}-amide). Yield: 24.6%. Reaction SMILES: [Br:1][C:2]1[CH:3]=[C:4]([C:8]2[O:12][N:11]=[C:10]3[CH:13]=[CH:14][C:15]([C:17]4[CH:22]=[CH:21][N:20]=[C:19]([NH2:23])[N:18]=4)=[CH:16][C:9]=23)[CH:5]=[CH:6][CH:7]=1.[H-].[Na+].[S:26]1[CH:30]=[CH:29][CH:28]=[C:27]1[C:31](Cl)=[O:32]>CN(C=O)C.C1COCC1.CN(C=O)C>[Br:1][C:2]1[CH:3]=[C:4]([C:8]2[O:12][N:11]=[C:10]3[CH:13]=[CH:14][C:15]([C:17]4[CH:22]=[CH:21][N:20]=[C:19]([NH:23][C:31]([C:27]5[S:26][CH:30]=[CH:29][CH:28]=5)=[O:32])[N:18]=4)=[CH:16][C:9]=23)[CH:5]=[CH:6][CH:7]=1 |f:1.2,4.5|. Reported procedure: 4-[3-(3-bromophenyl)-benzo[c]isoxazol-5-yl]-pyrimidin-2-ylamine (100 mg; 0.272 mmol) was dissolved in 3 mL of a mixture (2:1) of dry DMF/THF and stirred under a nitrogen atmosphere at ambient temperature. Sodium hydride (15 mg, 0.375 mmol, 60% oil dispersion) was added To the reaction and stirred for 30 minutes. Thiophenecarbonylchloride (32 μL; 43.7 mg; 0.299 mmol) in 500 μL of dry DMF was added dropwise over 2 minutes and the reaction was stirred for 18 hours at ambient temperature. Workup was... The reactants are ClC1=CC=C(C=C1)C=1NC(N(C1)CC(=O)O)=O ([4-(4-chlorophenyl)-2-oxo-2,3-dihydro-1H-imidazol-1-yl]-acetic acid), FC(C=1C=C(C=CC1)C(C)(C)N)(F)F (2-[3-(trifluoromethyl)phenyl]propan-2-amine), C=1C=CC2=C(C1)N=NN2O (HOBt), CCN=C=NCCCN(C)C.Cl (EDC hydrochloride). Solvent: CN(C)C=O (DMF), O (water). Run at time 10 minute. Product: ClC1=CC=C(C=C1)C=1NC(N(C1)CC(=O)NC(C)(C1=CC(=CC=C1)C(F)(F)F)C)=O (2-[4-(4-chlorophenyl)-2-oxo-2,3-dihydro-1H-imidazol-1-yl]-N-{1-methyl-1-[3-(trifluoromethyl)-phenyl]ethyl}acetamide). As a reaction SMILES: [Cl:1][C:2]1[CH:7]=[CH:6][C:5]([C:8]2[NH:9][C:10](=[O:17])[N:11]([CH2:13][C:14]([OH:16])=O)[CH:12]=2)=[CH:4][CH:3]=1.C1C=CC2N(O)N=NC=2C=1.CCN=C=NCCCN(C)C.Cl.[F:40][C:41]([F:53])([F:52])[C:42]1[CH:43]=[C:44]([C:48]([NH2:51])([CH3:50])[CH3:49])[CH:45]=[CH:46][CH:47]=1>CN(C=O)C.O>[Cl:1][C:2]1[CH:3]=[CH:4][C:5]([C:8]2[NH:9][C:10](=[O:17])[N:11]([CH2:13][C:14]([NH:51][C:48]([CH3:50])([C:44]3[CH:45]=[CH:46][CH:47]=[C:42]([C:41]([F:40])([F:52])[F:53])[CH:43]=3)[CH3:49])=[O:16])[CH:12]=2)=[CH:6][CH:7]=1 |f:2.3|. Procedure: 318 mg (1.26 mmol) of [4-(4-chlorophenyl)-2-oxo-2,3-dihydro-1H-imidazol-1-yl]-acetic acid from Example 233A are placed in 10 ml DMF and treated with 221 mg (1.64 mmol) of HOBt and 314 mg (1.64 mmol) of EDC hydrochloride. After 10 mins' stirring, 332 mg (1.64 mmol) of 1-methyl-1-[(3-trifluoromethyl)phenyl]ethylamine from Example 1A are added and the mixture is stirred overnight at room temperature. For the workup, the reaction mixture is stirred with 100 ml water. Next, the resulting precipitate ...